This data is from the Open Reaction Database (ORD), a public repository of structured organic reaction records. The task is: describe an organic reaction: reactants, conditions, products, and yield The reactants are CI (methyl iodide), C([O-])([O-])=O.[K+].[K+] (potassium carbonate), C([O-])([O-])=O.[K+].[K+] (Potassium carbonate), CC1(NC(CC(C1)N)(C)C)C (2,2,6,6-tetramethylpiperidine-4-amine), FC1=C(C#N)C=CC(=C1)C(F)(F)F (2-fluoro-4-(trifluoromethyl)benzonitrile). Solvent: CN(C)C=O (DMF). Run at temperature 60 celsius, time 12 hour. Yields the product CN1C(CC(CC1(C)C)NC1=C(C#N)C=CC(=C1)C(F)(F)F)(C)C (2-[(1,2,2,6,6-pentamethylpiperidin-4-yl)amino]-4-(trifluoromethyl)benzonitrile). RXN SMILES: C(=O)([O-])[O-].[K+].[K+].[CH3:7][C:8]1([CH3:17])[CH2:13][CH:12]([NH2:14])[CH2:11][C:10]([CH3:16])([CH3:15])[NH:9]1.F[C:19]1[CH:26]=[C:25]([C:27]([F:30])([F:29])[F:28])[CH:24]=[CH:23][C:20]=1[C:21]#[N:22].[CH3:31]I>CN(C=O)C>[CH3:31][N:9]1[C:10]([CH3:16])([CH3:15])[CH2:11][CH:12]([NH:14][C:19]2[CH:26]=[C:25]([C:27]([F:30])([F:29])[F:28])[CH:24]=[CH:23][C:20]=2[C:21]#[N:22])[CH2:13][C:8]1([CH3:17])[CH3:7] |f:0.1.2|. Procedure: Potassium carbonate and 2,2,6,6-tetramethylpiperidine-4-amine were added to a DMF solution of 2-fluoro-4-(trifluoromethyl)benzonitrile. After stirring at 60° C. for 12 hours, methyl iodide and potassium carbonate were added thereto, followed by stirring at room temperature for 1 day. By post-treating the reaction liquid, 2-[(1,2,2,6,6-pentamethylpiperidin-4-yl)amino]-4-(trifluoromethyl)benzonitrile was obtained. Starting materials: COc1ccc(COC(c2ccccc2)(c2ccc(OC)cc2)C2CN(C(=O)CCCCCNC(=O)OCc3ccccc3)CC2O)cc1, CO. The product is COc1ccc(COC(c2ccccc2)(c2ccc(OC)cc2)C2CN(C(=O)CCCCCN)CC2O)cc1. Reaction SMILES: [CH2:1]([O:2][C:3](=[O:4])[NH:10][CH2:11][CH2:12][CH2:13][CH2:14][CH2:15][C:16](=[O:17])[N:18]1[CH2:19][CH:20]([C:24]([O:25][CH2:26][c:27]2[cH:28][cH:29][c:30]([O:33][CH3:34])[cH:31][cH:32]2)([c:35]2[cH:36][cH:37][cH:38][cH:39][cH:40]2)[c:41]2[cH:42][cH:43][c:44]([O:47][CH3:48])[cH:45][cH:46]2)[CH:21]([OH:23])[CH2:22]1)[c:5]1[cH:6][cH:7][cH:8][cH:9][cH:49]1.[CH3:50][OH:51]>>[NH2:10][CH2:11][CH2:12][CH2:13][CH2:14][CH2:15][C:16](=[O:17])[N:18]1[CH2:19][CH:20]([C:24]([O:25][CH2:26][c:27]2[cH:28][cH:29][c:30]([O:33][CH3:34])[cH:31][cH:32]2)([c:35]2[cH:36][cH:37][cH:38][cH:39][cH:40]2)[c:41]2[cH:42][cH:43][c:44]([O:47][CH3:48])[cH:45][cH:46]2)[CH:21]([OH:23])[CH2:22]1. The reactants are COc1c(C)cccc1C(C)(C)CC(O)(C=O)C(F)(F)F, [Cl-], [Cl-], [Cl-], [Cl-], ClCCl, Cn1ncc2c(N)cccc2c1=O, [Ti+4]. Product: COc1c(C)ccc2c1C(C)(C)CC(O)(C(F)(F)F)C2Nc1cccc2c(=O)n(C)ncc12. As a reaction SMILES: [CH3:1][c:2]1[c:3]([O:20][CH3:21])[c:4]([C:8]([CH2:9][C:10]([CH:11]=[O:12])([C:13]([F:14])([F:15])[F:16])[OH:17])([CH3:18])[CH3:19])[cH:5][cH:6][cH:7]1.[Cl-:38].[Cl-:39].[Cl-:40].[Cl-:41].[Cl:35][CH2:36][Cl:37].[NH2:22][c:23]1[c:24]2[cH:25][n:26][n:27]([CH3:34])[c:28](=[O:33])[c:29]2[cH:30][cH:31][cH:32]1.[Ti+4:42]>>[CH3:1][c:2]1[c:3]([O:20][CH3:21])[c:4]2[c:5]([cH:6][cH:7]1)[CH:11]([NH:22][c:23]1[c:24]3[cH:25][n:26][n:27]([CH3:34])[c:28](=[O:33])[c:29]3[cH:30][cH:31][cH:32]1)[C:10]([C:13]([F:14])([F:15])[F:16])([OH:17])[CH2:9][C:8]2([CH3:18])[CH3:19]. Reactants: CC(=O)O, CC1(C)OCC(c2cccc(C(=O)C(C(=O)c3cccc(C#N)c3)=C3Nc4ccccc4N3)c2F)O1, O. The product is N#Cc1cccc(C(=O)C(C(=O)c2cccc(C(O)CO)c2F)=C2Nc3ccccc3N2)c1. RXN SMILES: [C:38]([OH:39])(=[O:40])[CH3:41].[NH:1]1[C:2](=[C:10]([C:11](=[O:12])[c:13]2[cH:14][c:15]([C:16]#[N:17])[cH:18][cH:19][cH:20]2)[C:21](=[O:22])[c:23]2[c:24]([F:36])[c:25]([CH:29]3[O:30][C:31]([CH3:34])([CH3:35])[O:32][CH2:33]3)[cH:26][cH:27][cH:28]2)[NH:3][c:4]2[c:5]1[cH:6][cH:7][cH:8][cH:9]2.[OH2:37]>>[NH:1]1[C:2](=[C:10]([C:11](=[O:12])[c:13]2[cH:14][c:15]([C:16]#[N:17])[cH:18][cH:19][cH:20]2)[C:21](=[O:22])[c:23]2[c:24]([F:36])[c:25]([CH:29]([OH:30])[CH2:33][OH:32])[cH:26][cH:27][cH:28]2)[NH:3][c:4]2[c:5]1[cH:6][cH:7][cH:8][cH:9]2. Reactants: ClC=1C=C(C=CC1N1CCN(CC1)C)N (3-chloro-4-(4-methyl-piperazin-1-yl)-phenylamine), CCN(C(C)C)C(C)C (DIPEA), amine, BrC1=CN=C(C=2N1C=CN2)Br (5,8-dibromoimidazo[1,2-a]pyrazine). Solvent: CC(C)O (iPrOH). The product is N (NH3), BrC1=CN=C(C=2N1C=CN2)NC2=CC(=C(C=C2)N2CCN(CC2)C)Cl ((5-Bromo-imidazo[1,2-a]pyrazin-8-yl)-[3-chloro-4-(4-methyl-piperazin-1-yl)-phenyl]-amine). Yield: 39.5%. RXN SMILES: [Br:1][C:2]1[N:7]2[CH:8]=[CH:9][N:10]=[C:6]2[C:5](Br)=[N:4][CH:3]=1.[Cl:12][C:13]1[CH:14]=[C:15]([NH2:26])[CH:16]=[CH:17][C:18]=1[N:19]1[CH2:24][CH2:23][N:22]([CH3:25])[CH2:21][CH2:20]1.CCN(C(C)C)C(C)C>CC(O)C>[NH3:4].[Br:1][C:2]1[N:7]2[CH:8]=[CH:9][N:10]=[C:6]2[C:5]([NH:26][C:15]2[CH:16]=[CH:17][C:18]([N:19]3[CH2:24][CH2:23][N:22]([CH3:25])[CH2:21][CH2:20]3)=[C:13]([Cl:12])[CH:14]=2)=[N:4][CH:3]=1. Reported procedure: Following the general procedure for amine displacement using 5,8-dibromoimidazo[1,2-a]pyrazine (0.20 g, 0.72 mmol), 3-chloro-4-(4-methyl-piperazin-1-yl)-phenylamine (0.263 g, 1.08 mmol) and DIPEA (0.19 mL, 1.08 mmol) in iPrOH (5 mL). Purification of the crude compound by silica gel column chromatography, eluting with 95:5 DCM:NH3 (7M in MeOH), affords the title compound (60 mg, 20%). Starting materials: COC(=O)C(CC1CCCC1)c1ccc(S(=O)(=O)C(F)(F)F)cc1, CNC(N)=O, C[O-], C[O-], CO, [Mg+2]. The product is CNC(=O)NC(=O)C(CC1CCCC1)c1ccc(S(=O)(=O)C(F)(F)F)cc1. As a reaction SMILES: [CH3:1][O:2][C:3]([CH:4]([CH2:5][CH:6]1[CH2:7][CH2:8][CH2:9][CH2:10]1)[c:11]1[cH:12][cH:13][c:14]([S:17](=[O:18])(=[O:19])[C:20]([F:21])([F:22])[F:23])[cH:15][cH:16]1)=[O:24].[CH3:25][NH:26][C:27](=[O:28])[NH2:29].[CH3:30][O-:31].[CH3:33][O-:34].[CH3:35][OH:36].[Mg+2:32]>>[C:3]([CH:4]([CH2:5][CH:6]1[CH2:7][CH2:8][CH2:9][CH2:10]1)[c:11]1[cH:12][cH:13][c:14]([S:17](=[O:18])(=[O:19])[C:20]([F:21])([F:22])[F:23])[cH:15][cH:16]1)(=[O:24])[NH:29][C:27]([NH:26][CH3:25])=[O:28]. Reactants: CC1C(O[Si](C)(C)C(C)(C)C)C(C)(C)C(=O)N1c1ccc(C#N)c(C(F)(F)F)c1, Cl, C1CCOC1, O. Yields the product CC1C(O)C(C)(C)C(=O)N1c1ccc(C#N)c(C(F)(F)F)c1. Reaction SMILES: [C:1]([Si:2]([CH3:3])([CH3:4])[O:6][CH:7]1[C:8]([CH3:26])([CH3:27])[C:9](=[O:25])[N:10]([c:13]2[cH:14][c:15]([C:21]([F:22])([F:23])[F:24])[c:16]([C:17]#[N:18])[cH:19][cH:20]2)[CH:11]1[CH3:12])([CH3:5])([CH3:28])[CH3:29].[ClH:30].[O:32]1[CH2:33][CH2:34][CH2:35][CH2:36]1.[OH2:31]>>[OH:6][CH:7]1[C:8]([CH3:26])([CH3:27])[C:9](=[O:25])[N:10]([c:13]2[cH:14][c:15]([C:21]([F:22])([F:23])[F:24])[c:16]([C:17]#[N:18])[cH:19][cH:20]2)[CH:11]1[CH3:12]. Reactants: COC1(C#CC(O)(c2ccccc2)C2CCN(C(=O)OC(C)(C)C)CC2)CN2CCC1CC2, ClCCl, O=C(O)C(F)(F)F. Product: COC1(C#CC(O)(c2ccccc2)C2CCNCC2)CN2CCC1CC2. RXN SMILES: [C:8]([O:9][C:10](=[O:11])[N:15]1[CH2:16][CH2:17][CH:18]([C:21]([C:22]#[C:23][C:24]2([O:32][CH3:33])[CH2:25][N:26]3[CH2:27][CH2:28][CH:29]2[CH2:30][CH2:31]3)([c:34]2[cH:35][cH:36][cH:37][cH:38][cH:39]2)[OH:40])[CH2:19][CH2:20]1)([CH3:12])([CH3:13])[CH3:14].[Cl:41][CH2:42][Cl:43].[F:1][C:2]([F:3])([F:4])[C:5]([OH:6])=[O:7]>>[NH:15]1[CH2:16][CH2:17][CH:18]([C:21]([C:22]#[C:23][C:24]2([O:32][CH3:33])[CH2:25][N:26]3[CH2:27][CH2:28][CH:29]2[CH2:30][CH2:31]3)([c:34]2[cH:35][cH:36][cH:37][cH:38][cH:39]2)[OH:40])[CH2:19][CH2:20]1. Starting materials: Cl (HCl), ClC=1C=NC=C(C1C=1OCC(N1)C1=CC=C(C=C1)I)Cl (2-(3,5-dichloro-4-pyridinyl)-4-(4-iodophenyl)oxazoline), C(C)OC1=CC=C(C=C1)B(O)O (p-ethoxybenzeneboronic acid), C([O-])([O-])=O.[Na+].[Na+] (sodium carbonate), C1(=C(C=CC=C1)P(C1=C(C=CC=C1)C)C1=C(C=CC=C1)C)C (tri-o-tolylphosphine). Procedure: A solution of 2-(3,5-dichloro-4-pyridinyl)-4-(4-iodophenyl)oxazoline (0.2 g, 0.48 mmol), p-ethoxybenzeneboronic acid (0.095 g, 0.57 mmol), sodium carbonate (0.076 g, 0.72 mmol), dichlorobis(triphenylphosphine)palladium(II) (0.025 g) and tri-o-tolylphosphine (0.020 g) was heated at reflux for 12 h under an atmosphere of nitrogen. After cooling, 1N HCl (15 mL) was added and the mixture was extracted with diethyl ether (3×30 mL). The combined ether layers were dried over sodium sulfate, filtered an... Reaction SMILES: [Cl:1][C:2]1[CH:3]=[N:4][CH:5]=[C:6]([Cl:20])[C:7]=1[C:8]1[O:9][CH2:10][CH:11]([C:13]2[CH:18]=[CH:17][C:16](I)=[CH:15][CH:14]=2)[N:12]=1.[CH2:21]([O:23][C:24]1[CH:29]=[CH:28][C:27](B(O)O)=[CH:26][CH:25]=1)[CH3:22].C(=O)([O-])[O-].[Na+].[Na+].C1(C)C=CC=CC=1P(C1C=CC=CC=1C)C1C=CC=CC=1C.Cl>Cl[Pd](Cl)([P](C1C=CC=CC=1)(C1C=CC=CC=1)C1C=CC=CC=1)[P](C1C=CC=CC=1)(C1C=CC=CC=1)C1C=CC=CC=1>[Cl:1][C:2]1[CH:3]=[N:4][CH:5]=[C:6]([Cl:20])[C:7]=1[C:8]1[O:9][CH2:10][CH:11]([C:13]2[CH:18]=[CH:17][C:16]([C:27]3[CH:28]=[CH:29][C:24]([O:23][CH2:21][CH3:22])=[CH:25][CH:26]=3)=[CH:15][CH:14]=2)[N:12]=1 |f:2.3.4,^1:64,83|. Reagents/catalysts: Cl[Pd]([P](C1=CC=CC=C1)(C2=CC=CC=C2)C3=CC=CC=C3)([P](C4=CC=CC=C4)(C5=CC=CC=C5)C6=CC=CC=C6)Cl (dichlorobis(triphenylphosphine)palladium(II)). Yields the product ClC=1C=NC=C(C1C=1OCC(N1)C1=CC=C(C=C1)C1=CC=C(C=C1)OCC)Cl (2-(3,5-dichloro-4-pyridinyl)-4-(4-(4-ethoxyphenyl)phenyl)oxazoline).